Dataset: the Open Reaction Database (ORD), a public repository of structured organic reaction records. Task: describe an organic reaction: reactants, conditions, products, and yield The reactants are BrCC1=CC=C(C=C1)CC(=O)O (4-bromomethylphenylacetic acid), C(=O)([O-])[O-].[Cs+].[Cs+] (Cs2CO3), BrCC1=CC=C(C=C1)CC(=O)O (4-Bromomethylphenylacetic acid), C(=O)([O-])[O-].[Cs+].[Cs+] (Cs2CO3), OCC=1C=NC2=C(C=CC=C2C1C=1C=C(C=CC1)O)C(F)(F)F (3-[3-(hydroxymethyl)-8-(trifluoromethyl)quinolin-4-yl]phenol), Cl (HCl). Solvent: C(Cl)Cl (CH2Cl2), C(C)(=O)OCC (ethyl acetate). Conditions: temperature 70 celsius, time 1 hour. Yields the product OCC=1C=NC2=C(C=CC=C2C1C=1C=C(OCC2=CC=C(C=C2)CC(=O)O)C=CC1)C(F)(F)F ([4-({3-[3-(HYDROXYMETHYL)-8-(TRIFLUOROMETHYL)QUINOLIN-4-YL]PHENOXY}METHYL)PHENYL]ACETIC ACID). RXN SMILES: Br[CH2:2][C:3]1[CH:8]=[CH:7][C:6]([CH2:9][C:10]([OH:12])=[O:11])=[CH:5][CH:4]=1.C([O-])([O-])=O.[Cs+].[Cs+].[OH:19][CH2:20][C:21]1[CH:22]=[N:23][C:24]2[C:29]([C:30]=1[C:31]1[CH:32]=[C:33]([OH:37])[CH:34]=[CH:35][CH:36]=1)=[CH:28][CH:27]=[CH:26][C:25]=2[C:38]([F:41])([F:40])[F:39].Cl>C(OCC)(=O)C.C(Cl)Cl>[OH:19][CH2:20][C:21]1[CH:22]=[N:23][C:24]2[C:29]([C:30]=1[C:31]1[CH:32]=[C:33]([CH:34]=[CH:35][CH:36]=1)[O:37][CH2:2][C:3]1[CH:8]=[CH:7][C:6]([CH2:9][C:10]([OH:12])=[O:11])=[CH:5][CH:4]=1)=[CH:28][CH:27]=[CH:26][C:25]=2[C:38]([F:41])([F:39])[F:40] |f:1.2.3|. Reported procedure: 4-Bromomethylphenylacetic acid (1.86 g, 8.13 mmol) is taken into CH2Cl2 (80 mL) and to this is added Cs2CO3 (9.63 g, 29.56 mmol) and the mixture is stirred for 1 hour. Next, 3-[3-(hydroxymethyl)-8-(trifluoromethyl)quinolin-4-yl]phenol (2.36 g, 7.39 mmol) is added and the reaction is stirred overnight. The reaction is not complete, therefore an additional 3 g of 4-bromomethylphenylacetic acid and 2 g of Cs2CO3 is added and stirring is continued for another overnight period. The reaction is neutra... Starting materials: FC1=C2CC(NN3C2=C(C=C1F)C(C(=C3)C(=O)OCC)=O)C (Ethyl 4,5-Difluoro-2-methyl-2,3-dihydro-7-oxo-1H,7H -pyrido[3,2,1-ij]cinnoline-8-carboxylate), S(=O)(=O)(OC)OC (dimethyl sulfate), ice water, C([O-])([O-])=O.[K+].[K+] (potassium carbonate). Run at temperature 120 celsius, time 8 hour. Product: FC1=C2CC(N(N3C2=C(C=C1F)C(C(=C3)C(=O)OC)=O)C)C (Methyl 4,5-Difluoro-2,3-dihydro-1,2-dimethyl-7-oxo -1H,7H-pyrido[3,2,1-ij]cinnoline-8-carboxylate). Yield: 57.3%. As a reaction SMILES: [F:1][C:2]1[C:11]([F:12])=[CH:10][C:9]2[C:13](=[O:21])[C:14]([C:16]([O:18][CH2:19]C)=[O:17])=[CH:15][N:7]3[C:8]=2[C:3]=1[CH2:4][CH:5]([CH3:22])[NH:6]3.S(OC)(O[CH3:27])(=O)=O.C(=O)([O-])[O-].[K+].[K+]>>[F:1][C:2]1[C:11]([F:12])=[CH:10][C:9]2[C:13](=[O:21])[C:14]([C:16]([O:18][CH3:19])=[O:17])=[CH:15][N:7]3[C:8]=2[C:3]=1[CH2:4][CH:5]([CH3:22])[N:6]3[CH3:27] |f:2.3.4|. Procedure: To 1.45 g (4.7 mmol) of the compound (155) obtained in Example 33, 10 ml (109 mmol) of dimethyl sulfate was added, and the solution was heated 3.5 hours at 120° C. After air-cooling, to 90 ml of ice/water containing 15 g (109 mmol) of anhydrous potassium carbonate, the solution was added, and the solution was stirred overnight. The solution was extracted with 50 ml of chloroform, and after drying over magnesium sulfate, the solvent was removed by distillation. The residue was separated by column... The reactants are CCOC(=O)c1cc(NC(=O)c2ccc(C)s2)ccc1O, C[N+](C)(C)Cc1ccccc1, [Cl-], ClCC1CO1, O. Product: CCOC(=O)c1cc(NC(=O)c2ccc(C)s2)ccc1OCC1CO1. RXN SMILES: [C:1](=[O:2])([O:3][CH2:4][CH3:5])[c:6]1[c:7]([OH:21])[cH:8][cH:9][c:10]([NH:12][C:13](=[O:14])[c:15]2[s:16][c:17]([CH3:20])[cH:18][cH:19]2)[cH:11]1.[CH2:28]([N+:29]([CH3:30])([CH3:31])[CH3:32])[c:33]1[cH:34][cH:35][cH:36][cH:37][cH:38]1.[Cl-:27].[Cl:22][CH2:23][CH:24]1[CH2:25][O:26]1.[OH2:39]>>[C:1](=[O:2])([O:3][CH2:4][CH3:5])[c:6]1[c:7]([O:21][CH2:23][CH:24]2[CH2:25][O:26]2)[cH:8][cH:9][c:10]([NH:12][C:13](=[O:14])[c:15]2[s:16][c:17]([CH3:20])[cH:18][cH:19]2)[cH:11]1. Starting materials: [BH4-], CO, Cl, COC(=O)CC1CC(=O)c2cc(F)ccc2C1, [Na+]. The product is COC(=O)CC1Cc2ccc(F)cc2C(O)C1. RXN SMILES: [BH4-:1].[CH3:21][OH:22].[ClH:20].[F:3][c:4]1[cH:5][cH:6][c:7]2[c:12]([cH:13]1)[C:11](=[O:14])[CH2:10][CH:9]([CH2:15][C:16](=[O:17])[O:18][CH3:19])[CH2:8]2.[Na+:2]>>[F:3][c:4]1[cH:5][cH:6][c:7]2[c:12]([cH:13]1)[CH:11]([OH:14])[CH2:10][CH:9]([CH2:15][C:16](=[O:17])[O:18][CH3:19])[CH2:8]2. The reactants are CC1(CN=C(CC1)OC)C (3,3-dimethyl-6-methoxy-2,3,4,5-tetrahydropyridine), [Cl-].[NH4+] (ammonium chloride). The solvent is C(C)O (ethanol). The product is Cl.CC1(CCC(NC1)=N)C (5,5-Dimethylpiperidine-2-ylideneamine monohydrochloride), solid. The yield is 94.6%. Reaction SMILES: [CH3:1][C:2]1([CH3:10])[CH2:7][CH2:6][C:5](OC)=[N:4][CH2:3]1.[Cl-:11].[NH4+:12]>C(O)C>[ClH:11].[CH3:1][C:2]1([CH3:10])[CH2:3][NH:4][C:5](=[NH:12])[CH2:6][CH2:7]1 |f:1.2,4.5|. Reported procedure: The mixture of 3,3-dimethyl-6-methoxy-2,3,4,5-tetrahydropyridine (9.0 g, 64 mmol) and ammonium chloride (3.4 g, 64 mmol) in dry ethanol (160 mL) was heated to reflux for 2 h. The reaction mixture was then concentrated under reduced pressure and the titled compound was obtained as a white solid (9.9 g, 94.6%). Starting materials: C(C)(=O)[O-].[Na+] (Sodium acetate), COCOCCC1OC1 (2-(2-methoxymethoxyethyl)oxirane), ClC=1NC=C(N1)[N+](=O)[O-] (2-chloro-4-nitro-1H-imidazole). Run in C(C)O (ethanol). Product: ClC=1N(C=C(N1)[N+](=O)[O-])CC(CCOCOC)O (2-chloro-1-(2-hydroxy-4-methoxymethoxybutyl)-4-nitroimidazole). Yield: 78.2%. RXN SMILES: C([O-])(=O)C.[Na+].[CH3:6][O:7][CH2:8][O:9][CH2:10][CH2:11][CH:12]1[CH2:14][O:13]1.[Cl:15][C:16]1[NH:17][CH:18]=[C:19]([N+:21]([O-:23])=[O:22])[N:20]=1>C(O)C>[Cl:15][C:16]1[N:17]([CH2:14][CH:12]([OH:13])[CH2:11][CH2:10][O:9][CH2:8][O:7][CH3:6])[CH:18]=[C:19]([N+:21]([O-:23])=[O:22])[N:20]=1 |f:0.1|. Procedure: Sodium acetate (3.51 g, 42.82 mmol) and 2-(2-methoxymethoxyethyl)oxirane (10.3 g, 77.86 mmol) were added to 2-chloro-4-nitro-1H-imidazole (5.74 g, 38.93 mmol) in ethanol (60 ml), and the resulting mixture was stirred under reflux for 13.5 hours. The reaction mixture was concentrated under reduced pressure. Water was added to the residue, and the resulting mixture was extracted with methylene chloride. The extract was dried over magnesium sulfate and then concentrated under reduced pressure, and ...